This data is from the Open Reaction Database (ORD), a public repository of structured organic reaction records. The task is: describe an organic reaction: reactants, conditions, products, and yield Reactants: N(C)C.Cl ((CH3)2NH HCl), ClC1=C(C=CC=C1)N(C(=O)C1=CC2=C(C3=C(OCC2)C=C(C=C3)C(=O)Cl)S1)C (2-((2-chlorophenyl)(methyl)carbamoyl)-4,5-dihydrobenzo[b]thieno[2,3-d]oxepine-8-carbonyl chloride), ClC1=C(C=CC=C1)N(C(=O)C1=CC2=C(C3=C(OCC2)C=C(C=C3)C(=O)O)S1)C (2-((2-chlorophenyl)(methyl)carbamoyl)-4,5-dihydrobenzo[b]thieno[2,3-d]oxepine-8-carboxylic acid), N1=CC=CC=C1 (pyridine). Run in C1CCOC1 (THF), O=S(Cl)Cl (SOCl2), C1CCOC1 (THF). Run at time 8 hour. The product is ClC1=C(C=CC=C1)N(C(=O)C1=CC2=C(C3=C(OCC2)C=C(C=C3)C(=O)N(C)C)S1)C (N2-(2-chlorophenyl)-N2,N8,N8-trimethyl-4,5-dihydrobenzo[b]thieno[2,3-d]oxepine-2,8-dicarboxamide). Yield: 330.7%. RXN SMILES: [Cl:1][C:2]1[CH:7]=[CH:6][CH:5]=[CH:4][C:3]=1[N:8]([CH3:28])[C:9]([C:11]1[S:27][C:14]2[C:15]3[CH:23]=[CH:22][C:21]([C:24](O)=[O:25])=[CH:20][C:16]=3[O:17][CH2:18][CH2:19][C:13]=2[CH:12]=1)=[O:10].[NH:29]([CH3:31])[CH3:30].Cl.N1C=CC=CC=1.ClC1C=CC=CC=1N(C)C(C1SC2C3C=CC(C(Cl)=O)=CC=3OCCC=2C=1)=O>O=S(Cl)Cl.C1COCC1>[Cl:1][C:2]1[CH:7]=[CH:6][CH:5]=[CH:4][C:3]=1[N:8]([CH3:28])[C:9]([C:11]1[S:27][C:14]2[C:15]3[CH:23]=[CH:22][C:21]([C:24]([N:29]([CH3:31])[CH3:30])=[O:25])=[CH:20][C:16]=3[O:17][CH2:18][CH2:19][C:13]=2[CH:12]=1)=[O:10] |f:1.2|. Reported procedure: Alternatively, a solution of 2-((2-chlorophenyl)(methyl)carbamoyl)-4,5-dihydrobenzo[b]thieno[2,3-d]oxepine-8-carboxylic acid (100 mg, 0.24 mmol) in 2 mL of SOCl2 was heated at 80° C. for 2 h. After removal of the solvent, the residue was co-evaporated with toluene to give the crude acid chloride 2-((2-chlorophenyl)(methyl)carbamoyl)-4,5-dihydrobenzo[b]thieno[2,3-d]oxepine-8-carbonyl chloride. To a solution of (CH3)2NH HCl salt (118 mg, 1.412 mmol) and pyridine (0.2 mL) in 5 mL of THF was slowly ... Reactants: O1COC2=C1C=CC(=C2)C2(CC2)C(=O)NC2=NC=C(C=C2)C(C2=C(C=CC=C2)OC)O (1-(benzo[d][1,3]dioxol-5-yl)-N-(5-(hydroxy(2-methoxyphenyl)methyl)pyridin-2-yl)cyclopropanecarboxamide), O1COC2=C1C=CC(=C2)C2(CC2)C(=O)NC2=NC=C(C=C2)C(C2=C(C=CC=C2)OC)OCCCO (1-(benzo[d][1,3]dioxol-5-yl)-N-(5-((3-hydroxypropoxy)(2-methoxyphenyl)methyl)pyridin-2-yl)cyclopropanecarboxamide). The solvent is C(CC)O (propan-1-ol). Product: O1COC2=C1C=CC(=C2)C2(CC2)C(=O)NC2=NC=C(C=C2)C(OCCC)C2=C(C=CC=C2)OC (1-(Benzo[d][1,3]dioxol-5-yl)-N-(5-((2-methoxyphenyl)(propoxy)methyl)pyridin-2-yl)cyclopropanecarboxamide). RXN SMILES: O1C2C=CC(C3(C(NC4C=CC(C(O)C5C=CC=CC=5OC)=CN=4)=O)CC3)=CC=2OC1.[O:32]1[C:36]2[CH:37]=[CH:38][C:39]([C:41]3([C:44]([NH:46][C:47]4[CH:52]=[CH:51][C:50]([CH:53]([O:62][CH2:63][CH2:64][CH2:65]O)[C:54]5[CH:59]=[CH:58][CH:57]=[CH:56][C:55]=5[O:60][CH3:61])=[CH:49][N:48]=4)=[O:45])[CH2:43][CH2:42]3)=[CH:40][C:35]=2[O:34][CH2:33]1>C(O)CC>[O:32]1[C:36]2[CH:37]=[CH:38][C:39]([C:41]3([C:44]([NH:46][C:47]4[CH:52]=[CH:51][C:50]([CH:53]([C:54]5[CH:59]=[CH:58][CH:57]=[CH:56][C:55]=5[O:60][CH3:61])[O:62][CH2:63][CH2:64][CH3:65])=[CH:49][N:48]=4)=[O:45])[CH2:43][CH2:42]3)=[CH:40][C:35]=2[O:34][CH2:33]1. Procedure: 1-(Benzo[d][1,3]dioxol-5-yl)-N-(5-((2-methoxyphenyl)(propoxy)methyl)pyridin-2-yl)cyclopropanecarboxamide was prepared from 1-(benzo[d][1,3]dioxol-5-yl)-N-(5-(hydroxy(2-methoxyphenyl)methyl)pyridin-2-yl)cyclopropanecarboxamide and propan-1-ol in a manner analogous to that of 1-(benzo[d][1,3]dioxol-5-yl)-N-(5-((3-hydroxypropoxy)(2-methoxyphenyl)methyl)pyridin-2-yl)cyclopropanecarboxamide. The reactants are CC(=O)O, CC(C)O, CCS(=O)(=O)O, COc1cc2nccc(Oc3ccc(NC(=O)NC4CC4)c(Cl)c3)c2cc1C(N)=O, O. Yields the product CCS(=O)(=O)[O-], COc1cc2nccc(Oc3ccc(NC(=O)NC4CC4)c(Cl)c3)c2cc1C(N)=O. As a reaction SMILES: [CH3:1][C:2](=[O:3])[OH:4].[CH3:42][CH:43]([OH:44])[CH3:45].[CH3:5][CH2:6][S:7]([OH:8])(=[O:9])=[O:10].[Cl:11][c:12]1[cH:13][c:14]([O:15][c:16]2[cH:17][cH:18][n:19][c:20]3[cH:21][c:22]([O:29][CH3:30])[c:23]([C:26](=[O:27])[NH2:28])[cH:24][c:25]23)[cH:31][cH:32][c:33]1[NH:34][C:35](=[O:36])[NH:37][CH:38]1[CH2:39][CH2:40]1.[OH2:41]>>[CH3:5][CH2:6][S:7](=[O:8])(=[O:9])[O-:10].[Cl:11][c:12]1[cH:13][c:14]([O:15][c:16]2[cH:17][cH:18][n:19][c:20]3[cH:21][c:22]([O:29][CH3:30])[c:23]([C:26](=[O:27])[NH2:28])[cH:24][c:25]23)[cH:31][cH:32][c:33]1[NH:34][C:35](=[O:36])[NH:37][CH:38]1[CH2:39][CH2:40]1. Procedure details: 10.1 g. of o-nitrobromobenzene is reacted, analogously to Example 27, with 5.1 g. of 3-dimethylaminopropylamine, thus obtaining 6 g. of 2-(3-dimethylaminopropylamino)-nitrobenzene, b.p. 138°-141° C. at 0.1 mm Hg. By reducing 3.5 g. of this compound with hydrazine - palladium, 2.9 g. of 2-(3-dimethylaminopropylamino)-aniline is obtained in the form of an oil. 400 mg. of this diamine is reacted with the ethyl ester of 5-nitro-1-methyl-2-imidazolyl-iminocarboxylic acid, as described in Example 1, t... Reactants: CN(CCCNC1=C(C=CC=C1)[N+](=O)[O-])C (2-(3-dimethylaminopropylamino)-nitrobenzene). The reagents and catalysts are [Pd].NN (hydrazine - palladium). Product: CN(CCCNC1=C(N)C=CC=C1)C (2-(3-dimethylaminopropylamino)-aniline). As a reaction SMILES: [CH3:1][N:2]([CH3:16])[CH2:3][CH2:4][CH2:5][NH:6][C:7]1[CH:12]=[CH:11][CH:10]=[CH:9][C:8]=1[N+:13]([O-])=O>[Pd].NN>[CH3:16][N:2]([CH3:1])[CH2:3][CH2:4][CH2:5][NH:6][C:7]1[CH:12]=[CH:11][CH:10]=[CH:9][C:8]=1[NH2:13] |f:1.2|. The reactants are solution, C(CCC)[Li] (n-butyl lithium), hexanes, C(C1=CC=CC=C1)[C@H]1NC(OC1)=O ((R)-4-benzyloxazolidin-2-one), N(=C=O)C(C)C=1C=C(C=CC1)C(C)=O (1-(3-(1-Isocyanatoethyl)phenyl) ethanone). The solvent is C1CCOC1 (THF). Conditions: temperature -78 celsius, time 15 minute. Yields the product CC1(OCCO1)C=1C=C(C#N)C=CC1 (3-(2-Methyl-1, 3-dioxolan-2-yl)benzonitrile). The yield is 155.4%. Reaction SMILES: C([C@@H:8]1[CH2:12][O:11]C(=O)N1)C1C=CC=CC=1.C([Li])CCC.[N:19]([CH:22]([C:24]1[CH:25]=[C:26]([C:30](=[O:32])[CH3:31])[CH:27]=[CH:28][CH:29]=1)C)=C=O>C1COCC1>[CH3:31][C:30]1([C:26]2[CH:25]=[C:24]([CH:29]=[CH:28][CH:27]=2)[C:22]#[N:19])[O:32][CH2:8][CH2:12][O:11]1. Procedure: (R)-4-benzyloxazolidin-2-one 18 (212.6 mg, 1.19 mmol) was dissolved in dried 100 mL round-bottom flask containing anhydrous THF (8 mL) under N2 atmosphere. Cooled to −78° C. 2.5M solution of n-butyl lithium in hexanes (0.9 mL, 1.2 mmol) was added dropwise. Continuing the same temperature, 16 (2.4 mmol) was added to the reaction mixture and allowed to stir for 15 min. Then reaction mixture was warmed from −78° C. to 0° C. and allowed to stir for 30 min. The reaction mixture was quenched with aq. ... Starting materials: [Br-], C1CCOC1, COc1ccc([Mg+])cc1, COc1ccc(NC(=O)C2(C)CO2)cc1. The product is COc1ccc(CC(C)(O)C(=O)Nc2ccc(OC)cc2)cc1. As a reaction SMILES: [Br-:16].[CH2:26]1[O:27][CH2:28][CH2:29][CH2:30]1.[CH3:17][O:18][c:19]1[cH:20][cH:21][c:22]([Mg+:25])[cH:23][cH:24]1.[CH3:1][O:2][c:3]1[cH:4][cH:5][c:6]([NH:9][C:10](=[O:11])[C:12]2([CH3:15])[O:13][CH2:14]2)[cH:7][cH:8]1>>[CH3:1][O:2][c:3]1[cH:4][cH:5][c:6]([NH:9][C:10](=[O:11])[C:12]([OH:13])([CH2:14][c:22]2[cH:21][cH:20][c:19]([O:18][CH3:17])[cH:24][cH:23]2)[CH3:15])[cH:7][cH:8]1. Reactants: CN(C)CC(C=1C=CC(=CC1)OC)C2(CCCCC2)O (venlafaxine), O.[S-2].[Na+].[Na+] (sodium sulfide hydrate), C(C)OC(C)=O (ethylacetate), O (water). Run in CN1C(CCC1)=O (1-methylpyrrolidone), CN1C(CCC1)=O (1-methylpyrrolidone). Conditions: temperature 145 celsius, time 2 hour. Yields the product CN(C)CC(C=1C=CC(=CC1)O)C2(CCCCC2)O (desvenlafaxine). The yield is 75.2%. RXN SMILES: O.[S-2].[Na+].[Na+].[CH3:5][N:6]([CH2:8][CH:9]([C:18]1([OH:24])[CH2:23][CH2:22][CH2:21][CH2:20][CH2:19]1)[C:10]1[CH:11]=[CH:12][C:13]([O:16]C)=[CH:14][CH:15]=1)[CH3:7].C(OC(=O)C)C.O>CN1CCCC1=O>[CH3:5][N:6]([CH2:8][CH:9]([C:18]1([OH:24])[CH2:23][CH2:22][CH2:21][CH2:20][CH2:19]1)[C:10]1[CH:11]=[CH:12][C:13]([OH:16])=[CH:14][CH:15]=1)[CH3:7] |f:0.1.2.3|. Procedure details: A mixture of 5.7 g of sodium sulfide hydrate, and 6 mL of 1-methylpyrrolidone was heated to 145° C. under nitrogen, and then 3.5 g of venlafaxine dissolved in 6 mL of 1-methylpyrrolidone was added. The mixture was stirred and heated at 145° C. under nitrogen, approx. 3.5 g of liquid was distilled off. Reaction mixture was heated at 145° C. for 30 hours, then it was cooled and mixed with 70 mL of ethylacetate and 50 mL of water. The mixture was placed into a refrigerator and after 2 hours crystal...